This data is from the Open Reaction Database (ORD), a public repository of structured organic reaction records. The task is: describe an organic reaction: reactants, conditions, products, and yield The reactants are C([O-])(O)=O.[Na+] (sodium bicarbonate), C(=O)NC=1SC=C(N1)C(C(=O)O)=O (2-(2-formamidothiazol-4-yl)glyoxylic acid), Cl.Cl.NOCCN (2-(aminooxy)ethylamine.dihydrochloride). The solvent is C(C)O (ethanol), O (water). Conditions: time 3 hour. Yields the product NCCON=C(C(=O)O)C=1N=C(SC1)NC=O (2-(2-aminoethoxyimino)-2-(2-formamidothiazol-4-yl)acetic acid). Reaction SMILES: [CH:1]([NH:3][C:4]1[S:5][CH:6]=[C:7]([C:9](=O)[C:10]([OH:12])=[O:11])[N:8]=1)=[O:2].Cl.Cl.[NH2:16][O:17][CH2:18][CH2:19][NH2:20].C(=O)(O)[O-].[Na+]>C(O)C.O>[NH2:20][CH2:19][CH2:18][O:17][N:16]=[C:9]([C:7]1[N:8]=[C:4]([NH:3][CH:1]=[O:2])[S:5][CH:6]=1)[C:10]([OH:12])=[O:11] |f:1.2.3,4.5|. Procedure: To a solution of 2-(2-formamidothiazol-4-yl)glyoxylic acid (5.5 g.) in ethanol (100 ml. ) was added a solution of 2-(aminooxy)ethylamine.dihydrochloride (4.1 g.) in water (50 ml.). The resulting mixture was adjusted to pH 4 with an aqueous solution of sodium bicarbonate and stirred for 3 hours at room temperature. Reactants: C=CCOc1ccc(OCC(OCC)OCC)cc1, CCCCO, Cl, Cl, O, NCCc1ccc(O)c(O)c1. Product: Cl, C=CCOc1ccc(OCC2NCCc3cc(O)c(O)cc32)cc1. Reaction SMILES: [CH2:13]([O:14][CH:16]([O:15][CH2:29][CH3:30])[CH2:17][O:18][c:19]1[cH:20][cH:21][c:22]([O:25][CH2:26][CH:27]=[CH2:28])[cH:23][cH:24]1)[CH3:31].[CH2:34]([OH:35])[CH2:36][CH2:37][CH3:38].[ClH:1].[ClH:33].[OH2:32].[OH:2][c:3]1[cH:4][c:5]([CH2:6][CH2:7][NH2:8])[cH:9][cH:10][c:11]1[OH:12]>>[ClH:1].[OH:2][c:3]1[cH:4][c:5]2[c:9]([cH:10][c:11]1[OH:12])[CH:16]([CH2:17][O:18][c:19]1[cH:20][cH:21][c:22]([O:25][CH2:26][CH:27]=[CH2:28])[cH:23][cH:24]1)[NH:8][CH2:7][CH2:6]2. The reactants are C1CCOC1, N#CC(O)c1cccc2ccccc12. The product is NCC(O)c1cccc2ccccc12. Reaction SMILES: [CH2:15]1[O:16][CH2:17][CH2:18][CH2:19]1.[OH:1][CH:2]([C:3]#[N:4])[c:5]1[cH:6][cH:7][cH:8][c:9]2[cH:10][cH:11][cH:12][cH:13][c:14]12>>[OH:1][CH:2]([CH2:3][NH2:4])[c:5]1[cH:6][cH:7][cH:8][c:9]2[cH:10][cH:11][cH:12][cH:13][c:14]12. Reactants: C1CCNC1, ClCCl, O=C(Cl)CCl, [Na+], [OH-]. Product: O=C(CCl)N1CCCC1. RXN SMILES: [CH2:1]1[CH2:2][CH2:3][NH:4][CH2:5]1.[Cl:13][CH2:14][Cl:15].[Cl:6][CH2:7][C:8](=[O:9])[Cl:10].[Na+:12].[OH-:11]>>[CH2:1]1[CH2:2][CH2:3][N:4]([C:8]([CH2:7][Cl:6])=[O:9])[CH2:5]1. The reactants are CCOc1nc(N)nc(NC)n1, ClCCl, COC(=O)c1ccccc1S(=O)(=O)N=C=O. Product: CCOc1nc(NC)nc(NC(=O)NS(=O)(=O)c2ccccc2C(=O)OC)n1. RXN SMILES: [CH2:1]([CH3:2])[O:3][c:4]1[n:5][c:6]([NH2:12])[n:7][c:8]([NH:10][CH3:11])[n:9]1.[CH2:29]([Cl:30])[Cl:31].[CH3:13][O:14][C:15](=[O:16])[c:17]1[c:18]([S:23](=[O:24])(=[O:25])[N:26]=[C:27]=[O:28])[cH:19][cH:20][cH:21][cH:22]1>>[CH2:1]([CH3:2])[O:3][c:4]1[n:5][c:6]([NH:12][C:27]([NH:26][S:23]([c:18]2[c:17]([C:15]([O:14][CH3:13])=[O:16])[cH:22][cH:21][cH:20][cH:19]2)(=[O:24])=[O:25])=[O:28])[n:7][c:8]([NH:10][CH3:11])[n:9]1. The reactants are COC=1C=CC2=C(CCN(C(N2)=O)C2CCNCC2)C1 (7-methoxy-3-piperidin-4-yl-1,3,4,5-tetrahydro-1,3-benzodiazepin-2-one), ice water, ClC1=CC(=NC=N1)C(=O)C=1C=C2C=NN(C2=C(C1)C)COCC[Si](C)(C)C ((6-chloro-pyrimidin-4-yl)-[7-methyl-1-(2-trimethylsilanyl-ethoxymethyl)-1 H-indazol-5-yl]-methanone), TEA. Run in CN(C)C=O (DMF). Run at time 8 hour. Yields the product COC1=CC2=C(NC(N(CC2)C2CCN(CC2)C2=NC=NC(=C2)C(=O)C=2C=C3C=NN(C3=C(C2)C)COCC[Si](C)(C)C)=O)C=C1 (7-methoxy-3-(1-{6-[7-methyl-1-(2-trimethylsilanyl-ethoxymethyl)-1H-indazole-5-carbonyl]-pyrimidin-4-yl}-piperidin-4-yl)-1,3,4,5-tetrahydro-benzo[d][1,3]diazepin-2-one). RXN SMILES: [CH3:1][O:2][C:3]1[CH:4]=[CH:5][C:6]2[NH:12][C:11](=[O:13])[N:10]([CH:14]3[CH2:19][CH2:18][NH:17][CH2:16][CH2:15]3)[CH2:9][CH2:8][C:7]=2[CH:20]=1.Cl[C:22]1[N:27]=[CH:26][N:25]=[C:24]([C:28]([C:30]2[CH:31]=[C:32]3[C:36](=[C:37]([CH3:39])[CH:38]=2)[N:35]([CH2:40][O:41][CH2:42][CH2:43][Si:44]([CH3:47])([CH3:46])[CH3:45])[N:34]=[CH:33]3)=[O:29])[CH:23]=1>CN(C=O)C>[CH3:1][O:2][C:3]1[CH:4]=[CH:5][C:6]2[NH:12][C:11](=[O:13])[N:10]([CH:14]3[CH2:19][CH2:18][N:17]([C:22]4[CH:23]=[C:24]([C:28]([C:30]5[CH:31]=[C:32]6[C:36](=[C:37]([CH3:39])[CH:38]=5)[N:35]([CH2:40][O:41][CH2:42][CH2:43][Si:44]([CH3:45])([CH3:47])[CH3:46])[N:34]=[CH:33]6)=[O:29])[N:25]=[CH:26][N:27]=4)[CH2:16][CH2:15]3)[CH2:9][CH2:8][C:7]=2[CH:20]=1. Reported procedure: 36 mg (0.13 mmol) 7-methoxy-3-piperidin-4-yl-1,3,4,5-tetrahydro-1,3-benzodiazepin-2-one, 50 mg (0.12 mmol) (6-chloro-pyrimidin-4-yl)-[7-methyl-1-(2-trimethylsilanyl-ethoxymethyl)-1 H-indazol-5-yl]-methanone and 30 μL (0.21 mmol) TEA were combined in 0.5 mL DMF and stirred overnight at RT. The reaction mixture was mixed with ice water, the product precipitated as a solid was filtered off and dried. Reaction SMILES: [N+:1]([O-:4])(O)=[O:2].[F:5][C:6]1[CH:36]=[CH:35][C:9]([O:10][CH2:11][CH2:12][S:13][C:14]2[CH:34]=[CH:33][C:17]([O:18][C:19]3[C:28]4[C:23](=[CH:24][C:25]([O:31][CH3:32])=[C:26]([O:29][CH3:30])[CH:27]=4)[N:22]=[CH:21][CH:20]=3)=[CH:16][CH:15]=2)=[CH:8][CH:7]=1.C(=O)([O-])[OH:38].[Na+]>>[CH3:30][O:29][C:26]1[CH:27]=[C:28]2[C:23](=[CH:24][C:25]=1[O:31][CH3:32])[N:22]=[CH:21][CH:20]=[C:19]2[O:18][C:17]1[CH:33]=[CH:34][C:14]([S:13]([CH2:12][CH2:11][O:10][C:9]2[CH:8]=[CH:7][C:6]([F:5])=[CH:36][C:35]=2[N+:1]([O-:4])=[O:2])=[O:38])=[CH:15][CH:16]=1 |f:2.3|. Procedure: Nitric acid (0.5 ml) was added to 4-(4-{[2-(4-Fluorophenoxy)ethyl]sulfanyl}phenoxy)-6,7-dimethoxyquinoline (20 mg), and the mixture was stirred at 0° C. for 30 min. A saturated aqueous sodium hydrogencarbonate solution was added to the reaction solution, and the mixture was extracted with chloroform, followed by washing with saturated brine. The extract was then dried over anhydrous sodium sulfate. The solvent was removed by distillation under the reduced pressure. The residue was purified by th... The yield is 58.0%. Conditions: temperature 0 celsius, time 30 minute. The product is COC=1C=C2C(=CC=NC2=CC1OC)OC1=CC=C(C=C1)S(=O)CCOC1=C(C=C(C=C1)F)[N+](=O)[O-] ({4-[(6,7-Dimethoxy-4-quinolyl)oxy]phenyl}[2-(4-fluoro-2-nitrophenoxy)ethyl] sulfoxide). Reactants: [N+](=O)(O)[O-] (Nitric acid), FC1=CC=C(OCCSC2=CC=C(OC3=CC=NC4=CC(=C(C=C34)OC)OC)C=C2)C=C1 (4-(4-{[2-(4-Fluorophenoxy)ethyl]sulfanyl}phenoxy)-6,7-dimethoxyquinoline), C(O)([O-])=O.[Na+] (sodium hydrogencarbonate). The reactants are COC=1C=C(C=C(C1OC)OC)B(O)O (3,4,5-trimethoxyphenylboronic acid), C(=O)([O-])[O-].[Na+].[Na+] (Na2CO3), BrC1=CN=C2C(=N1)C(=CN2S(=O)(=O)C2=CC=C(C)C=C2)C=2C=C1C=CNC1=CC2 (2-bromo-7-(1H-indol-5-yl)-5-tosyl-5H-pyrrolo[3,2-b]pyrazine). Reagents/catalysts: Cl[Pd]([P](C1=CC=CC=C1)(C2=CC=CC=C2)C3=CC=CC=C3)([P](C4=CC=CC=C4)(C5=CC=CC=C5)C6=CC=CC=C6)Cl (bis(triphenylphosphine)-palladium(II) dichloride). Solvent: CC#N (CH3CN). Conditions: temperature 150 celsius, time 30 minute. Product: N1C=CC2=CC(=CC=C12)C1=CNC=2C1=NC(=CN2)C2=CC(=C(C(=C2)OC)OC)OC (7-(1H-indol-5-yl)-2-(3,4,5-trimethoxyphenyl)-5H-pyrrolo[3,2-b]pyrazine). As a reaction SMILES: Br[C:2]1[N:7]=[C:6]2[C:8]([C:21]3[CH:22]=[C:23]4[C:27](=[CH:28][CH:29]=3)[NH:26][CH:25]=[CH:24]4)=[CH:9][N:10](S(C3C=CC(C)=CC=3)(=O)=O)[C:5]2=[N:4][CH:3]=1.[CH3:30][O:31][C:32]1[CH:33]=[C:34](B(O)O)[CH:35]=[C:36]([O:40][CH3:41])[C:37]=1[O:38][CH3:39].C([O-])([O-])=O.[Na+].[Na+]>CC#N.Cl[Pd](Cl)([P](C1C=CC=CC=1)(C1C=CC=CC=1)C1C=CC=CC=1)[P](C1C=CC=CC=1)(C1C=CC=CC=1)C1C=CC=CC=1>[NH:26]1[C:27]2[C:23](=[CH:22][C:21]([C:8]3[C:6]4=[N:7][C:2]([C:34]5[CH:35]=[C:36]([O:40][CH3:41])[C:37]([O:38][CH3:39])=[C:32]([O:31][CH3:30])[CH:33]=5)=[CH:3][N:4]=[C:5]4[NH:10][CH:9]=3)=[CH:29][CH:28]=2)[CH:24]=[CH:25]1 |f:2.3.4,^1:56,75|. Reported procedure: To a solution of 2-bromo-7-(1H-indol-5-yl)-5-tosyl-5H-pyrrolo[3,2-b]pyrazine [Intermediate AV] (65 mg, 0.14 mmol) in CH3CN (1 mL) in a Personal Chemistry microwave reaction vial was added 3,4,5-trimethoxyphenylboronic acid (30 mg, 0.14 mmol), bis(triphenylphosphine)-palladium(II) dichloride (7.0 mg, 0.010 mmol), and 1 M Na2CO3 (1 mL). The resulting mixture was de-gassed with Ar for 10 min, after which it was heated at 150° C. for 10 min in a Personal Chemistry Optimizer. The organic layer was se... The product is ClC1=CC(=NC=C1)NCCCOC=1C=CC2=C(CC3=C([C@@H](C2)CC(=O)O)C=CC=C3)C1 ((S)-10,11-Dihydro-3-[3-(4-chloropyridin-2-ylamino)-1-propyloxy]-5H-dibenzo[a,d]cycloheptene-10-acetic Acid). As a reaction SMILES: [Cl:1][C:2]1[CH:7]=[CH:6][N:5]=[C:4]([NH:8][CH2:9][CH2:10][CH2:11][O:12][C:13]2[CH:14]=[CH:15][C:16]3[CH2:22][C@@H:21]([CH2:23][C:24]([O:26]CC)=[O:25])[C:20]4[CH:29]=[CH:30][CH:31]=[CH:32][C:19]=4[CH2:18][C:17]=3[CH:33]=2)[CH:3]=1.CC1C=CN=C(NCCCOC2C=CC3C[C@@H](CC(OCC)=O)C4C=CC=CC=4CC=3C=2)C=1>>[Cl:1][C:2]1[CH:7]=[CH:6][N:5]=[C:4]([NH:8][CH2:9][CH2:10][CH2:11][O:12][C:13]2[CH:14]=[CH:15][C:16]3[CH2:22][C@@H:21]([CH2:23][C:24]([OH:26])=[O:25])[C:20]4[CH:29]=[CH:30][CH:31]=[CH:32][C:19]=4[CH2:18][C:17]=3[CH:33]=2)[CH:3]=1. Procedure: According to the procedure of Example 13 (c), except substituting ethyl (S)-10,11-dihydro-3-[3-(4-chloropyridin-2-ylamino)-1-propyloxy]-5H-dibenzo[a,d]cycloheptene-10-acetate for the ethyl (S)-10,11-dihydro-3-[3-(4-methylpyridin-2-ylamino)-1-propyloxy]-5H-dibenzo[a,d]cycloheptene-10-acetate, the title compound was obtained as off-white powder: MS (ES) 437.2 (M+H)+. Anal. Calcd for C25H25N2O3.1.0 HCl: C, 63.43;. H, 5.54; N, 5.92. Found: C, 63.11; H, 5.82; N, 5.62. Starting materials: ( c ), ClC1=CC(=NC=C1)NCCCOC=1C=CC2=C(CC3=C([C@@H](C2)CC(=O)OCC)C=CC=C3)C1 (ethyl (S)-10,11-dihydro-3-[3-(4-chloropyridin-2-ylamino)-1-propyloxy]-5H-dibenzo[a,d]cycloheptene-10-acetate), CC1=CC(=NC=C1)NCCCOC=1C=CC2=C(CC3=C([C@@H](C2)CC(=O)OCC)C=CC=C3)C1 (ethyl (S)-10,11-dihydro-3-[3-(4-methylpyridin-2-ylamino)-1-propyloxy]-5H-dibenzo[a,d]cycloheptene-10-acetate). The reactants are COc1cccc(Oc2c(Cl)nc(N3CCOCC3)nc2NS(=O)(=O)CCc2ccccc2)c1, OCCO, O=C(O)CC(O)(CC(=O)O)C(=O)O. Yields the product COc1cccc(Oc2c(NS(=O)(=O)CCc3ccccc3)nc(N3CCOCC3)nc2OCCO)c1. Reaction SMILES: [Cl:1][c:2]1[c:3]([O:26][c:27]2[cH:28][c:29]([O:33][CH3:34])[cH:30][cH:31][cH:32]2)[c:4]([NH:14][S:15](=[O:16])(=[O:17])[CH2:18][CH2:19][c:20]2[cH:21][cH:22][cH:23][cH:24][cH:25]2)[n:5][c:6]([N:8]2[CH2:9][CH2:10][O:11][CH2:12][CH2:13]2)[n:7]1.[OH:35][CH2:36][CH2:37][OH:38].[OH:39][C:40]([CH2:41][C:42]([C:43](=[O:44])[OH:45])([CH2:46][C:47](=[O:48])[OH:49])[OH:50])=[O:51]>>[c:2]1([O:38][CH2:37][CH2:36][OH:35])[c:3]([O:26][c:27]2[cH:28][c:29]([O:33][CH3:34])[cH:30][cH:31][cH:32]2)[c:4]([NH:14][S:15](=[O:16])(=[O:17])[CH2:18][CH2:19][c:20]2[cH:21][cH:22][cH:23][cH:24][cH:25]2)[n:5][c:6]([N:8]2[CH2:9][CH2:10][O:11][CH2:12][CH2:13]2)[n:7]1.